The task is: describe an organic reaction: reactants, conditions, products, and yield. This data is from the Open Reaction Database (ORD), a public repository of structured organic reaction records. Starting materials: OC1=CC=CC=2NN=NC21 (hydroxybenzotriazole), C(C)N1CCOCC1 (N-ethylmorpholine), C1(CCCCC1)N=C=NC1CCCCC1 (dicyclohexylcarbodiimide), N[C@H]([C@@H](CN1[C@@H](CCCC1)C(=O)NC(C)(C)C)O)CC1=CC=CC=C1 (1-[3(S)-amino-2(R)-hydroxy-4-phenylbutyl]-N-tert.butyl-2(S)-piperidinecarboxamide), C(C)(C)(C)OC(=O)N[C@@H](CSC)C(=O)O (N-(tert.butoxycarbonyl)-S-methyl-L-cysteine), ice. The solvent is C(C)(=O)OCC (ethyl acetate), O1CCCC1 (tetrahydrofuran). Reaction conditions: time 3 hour. The product is C(C)(C)(C)OC(=O)N[C@@H](CS)C(=O)N[C@H]([C@@H](CN1[C@@H](CCCC1)C(=O)NC(C)(C)C)O)CC1=CC=CC=C1 (1-[3(S)-[[N-(tert.butoxycarbonyl)-L-cysteinyl]amino]-2(R)-hydroxy-4-phenylbutyl]-N-tert.butyl-2(S)-piperidinecarboxamide). The yield is 39.3%. As a reaction SMILES: [NH2:1][C@@H:2]([CH2:19][C:20]1[CH:25]=[CH:24][CH:23]=[CH:22][CH:21]=1)[C@H:3]([OH:18])[CH2:4][N:5]1[CH2:10][CH2:9][CH2:8][CH2:7][C@H:6]1[C:11]([NH:13][C:14]([CH3:17])([CH3:16])[CH3:15])=[O:12].[C:26]([O:30][C:31]([NH:33][C@H:34]([C:38](O)=[O:39])[CH2:35][S:36]C)=[O:32])([CH3:29])([CH3:28])[CH3:27].OC1C2N=NNC=2C=CC=1.C(N1CCOCC1)C.C1(N=C=NC2CCCCC2)CCCCC1>O1CCCC1.C(OCC)(=O)C>[C:26]([O:30][C:31]([NH:33][C@H:34]([C:38]([NH:1][C@@H:2]([CH2:19][C:20]1[CH:21]=[CH:22][CH:23]=[CH:24][CH:25]=1)[C@H:3]([OH:18])[CH2:4][N:5]1[CH2:10][CH2:9][CH2:8][CH2:7][C@H:6]1[C:11]([NH:13][C:14]([CH3:17])([CH3:15])[CH3:16])=[O:12])=[O:39])[CH2:35][SH:36])=[O:32])([CH3:29])([CH3:28])[CH3:27]. Reported procedure: A solution of 1.02 g of 1-[3(S)-amino-2(R)-hydroxy-4-phenylbutyl]-N-tert.butyl-2(S)-piperidinecarboxamide and 685 mg of N-(tert.butoxycarbonyl)-S-methyl-L-cysteine in 7 ml of dry tetrahydrofuran was cooled in an ice/salt mixture. 394 mg of hydroxybenzotriazole, 335 mg of N-ethylmorpholine and 661 mg of dicyclohexylcarbodiimide were added and the mixture was stirred for 3 hours. The mixture was diluted with ethyl acetate and filtered. The filtrate was washed with aqueous sodium bicarbonate soluti... Solvent: C1(=CC=CC=C1)C (toluene). Reaction SMILES: [CH2:1]1[C:14]2[C:5](=[N:6][C:7]3[C:12]([C:13]=2[NH2:15])=[CH:11][CH:10]=[CH:9][CH:8]=3)[CH2:4][CH2:3][CH2:2]1.N1CCOCC1.[CH3:22][O:23][C:24]1[CH:31]=[CH:30][C:27]([CH:28]=O)=[CH:26][CH:25]=1>C1(C)C=CC=CC=1>[CH3:22][O:23][C:24]1[CH:31]=[CH:30][C:27]([CH:28]=[N:15][C:13]2[C:12]3[C:7]([N:6]=[C:5]4[C:14]=2[CH2:1][CH2:2][CH2:3][CH2:4]4)=[CH:8][CH:9]=[CH:10][CH:11]=3)=[CH:26][CH:25]=1. Procedure details: 1,2,3,4-Tetrahydro-9-acridinamine (4.0 g) was refluxed overnight in 400 ml of toluene containing 3.5 g of morpholine and 3.4 g of 4-methoxybenzaldehyde. At the end of this time, an additional 1.7 g of aldehyde was added and heating was continued for six (6) more hours. The reaction mixture was then concentrated and purified by flash chromatography (CH2Cl2, then 10% EtOAc/CH2Cl2). Fractions containing the product were concentrated and recrystallized from benzene/pentane to give 3.37 g of analytic... The product is COC1=CC=C(C=C1)C=NC=1C2=CC=CC=C2N=C2CCCCC12 (N-[(4-Methoxyphenyl)methylene]-1,2,3,4-tetrahydro-9-acridinamine). The reactants are C1CCCC2=NC3=CC=CC=C3C(=C12)N (1,2,3,4-Tetrahydro-9-acridinamine), N1CCOCC1 (morpholine), COC1=CC=C(C=O)C=C1 (4-methoxybenzaldehyde), aldehyde, ( 6 ). Starting materials: [BH3-]C#N, CO, CCN(C(C)C)C(C)C, ClCCl, O=C(O)C(F)(F)F, NC1CCN(CCn2c(=O)ccc3ccc(Cl)nc32)CC1, [Na+], O=Cc1cc2c(cn1)OCCO2. Yields the product O=c1ccc2ccc(Cl)nc2n1CCN1CCC(NCc2cc3c(cn2)OCCO3)CC1. Reaction SMILES: [C:50]([BH3-:51])#[N:52].[CH3:57][OH:58].[CH:29]([N:30]([CH:31]([CH3:32])[CH3:33])[CH2:34][CH3:35])([CH3:36])[CH3:37].[Cl:54][CH2:55][Cl:56].[F:1][C:2]([F:3])([F:4])[C:5]([OH:6])=[O:7].[NH2:8][CH:9]1[CH2:10][CH2:11][N:12]([CH2:15][CH2:16][n:17]2[c:18](=[O:28])[cH:19][cH:20][c:21]3[cH:22][cH:23][c:24]([Cl:27])[n:25][c:26]23)[CH2:13][CH2:14]1.[Na+:53].[O:38]1[CH2:39][CH2:40][O:41][c:42]2[cH:43][n:44][c:45]([CH:48]=[O:49])[cH:46][c:47]21>>[NH:8]([CH:9]1[CH2:10][CH2:11][N:12]([CH2:15][CH2:16][n:17]2[c:18](=[O:28])[cH:19][cH:20][c:21]3[cH:22][cH:23][c:24]([Cl:27])[n:25][c:26]23)[CH2:13][CH2:14]1)[CH2:48][c:45]1[n:44][cH:43][c:42]2[c:47]([cH:46]1)[O:38][CH2:39][CH2:40][O:41]2. Starting materials: C(C)(C)(C)OC(NC1(CCC1)C1=CC=C(C=C1)C=1C(=CC2=C(OCC(N2CCC#N)=O)N1)C1=CC=CC=C1)=O (tert-butyl(1-(4-(1-(2-cyanoethyl)-2-oxo-7-phenyl-2,3-dihydro-1H-pyrido[2,3-b][1,4]oxazin-6-yl)phenyl)cyclobutyl)carbamate), O=C1NC2=C(OC1)N=C(C(=C2)C2=CC=CC=C2)C2=CC=C(C=C2)C2(CCC2)NC(OC(C)(C)C)=O (tert-butyl 1-(4-(2-oxo-7-phenyl-2,3-dihydro-1H-pyrido[2,3-b][1,4]oxazin-6-yl)phenyl)cyclobutylcarbamate), BrCCO (2-bromoethanol). The product is C(C)(C)(C)OC(NC1(CCC1)C1=CC=C(C=C1)C=1C(=CC2=C(OCC(N2CCO)=O)N1)C1=CC=CC=C1)=O (tert-butyl(1-(4-(1-(2-hydroxyethyl)-2-oxo-7-phenyl-2,3-dihydro-1H-pyrido[2,3-b][1,4]oxazin-6-yl)phenyl)cyclobutyl)carbamate). Reaction SMILES: [C:1]([O:5][C:6](=[O:39])[NH:7][C:8]1([C:12]2[CH:17]=[CH:16][C:15]([C:18]3[C:19]([C:33]4[CH:38]=[CH:37][CH:36]=[CH:35][CH:34]=4)=[CH:20][C:21]4[N:26]([CH2:27][CH2:28]C#N)[C:25](=[O:31])[CH2:24][O:23][C:22]=4[N:32]=3)=[CH:14][CH:13]=2)[CH2:11][CH2:10][CH2:9]1)([CH3:4])([CH3:3])[CH3:2].[O:40]=C1COC2N=C(C3C=CC(C4(NC(=O)OC(C)(C)C)CCC4)=CC=3)C(C3C=CC=CC=3)=CC=2N1.BrCCO>>[C:1]([O:5][C:6](=[O:39])[NH:7][C:8]1([C:12]2[CH:17]=[CH:16][C:15]([C:18]3[C:19]([C:33]4[CH:38]=[CH:37][CH:36]=[CH:35][CH:34]=4)=[CH:20][C:21]4[N:26]([CH2:27][CH2:28][OH:40])[C:25](=[O:31])[CH2:24][O:23][C:22]=4[N:32]=3)=[CH:14][CH:13]=2)[CH2:9][CH2:10][CH2:11]1)([CH3:4])([CH3:2])[CH3:3]. Procedure details: Following the procedure for tert-butyl(1-(4-(1-(2-cyanoethyl)-2-oxo-7-phenyl-2,3-dihydro-1H-pyrido[2,3-b][1,4]oxazin-6-yl)phenyl)cyclobutyl)carbamate, tert-butyl 1-(4-(2-oxo-7-phenyl-2,3-dihydro-1H-pyrido[2,3-b][1,4]oxazin-6-yl)phenyl)cyclobutylcarbamate (100 mg, 0.212 mmol) was reacted with 2-bromoethanol (80 mg, 0.636 mmol) to afford the title compound (75 mg. 1H NMR (500 MHz, CDCl3): 7.47 (s, 1H), 7.23-7.29 (m, 7H), 7.16-7.19 (m, 2H), 5.04 (br, 1H), 4.89 (s, 2H), 4.12 (m, 2H), 3.94 (m, 2H), 2... Starting materials: O=C=O, C1CCOC1, CO, [Co+], [Li+], [C-]#[N+]c1ccc([N+](=O)[O-])cc1, O, c1ccc2c3nc(nc4[nH]c(nc5nc(nc6[nH]c(n3)c3ccccc63)c3ccccc53)c3ccccc43)c2c1. The product is [C-]#[N+]c1ccc(N)cc1. As a reaction SMILES: [C:18](=[O:19])=[O:20].[CH2:1]1[O:2][CH2:3][CH2:4][CH2:5]1.[CH3:21][OH:22].[Co+:23].[Li+:24].[N+:6]([O-:7])(=[O:8])[c:9]1[cH:10][cH:11][c:12]([N+:15]#[C-:16])[cH:13][cH:14]1.[OH2:17].[cH:25]1[cH:26][c:27]2[c:28]([c:29]3[n:30][c:31]4[c:32]5[c:33]([c:34]([nH:35]4)[n:36][c:37]4[c:38]6[c:39]([c:40]([n:41]4)[n:42][c:43]4[c:44]7[c:45]([c:46]([nH:47]4)[n:48][c:49]2[n:50]3)[cH:51][cH:52][cH:53][cH:54]7)[cH:55][cH:56][cH:57][cH:58]6)[cH:59][cH:60][cH:61][cH:62]5)[cH:63][cH:64]1>>[NH2:6][c:9]1[cH:10][cH:11][c:12]([N+:15]#[C-:16])[cH:13][cH:14]1. The reactants are C(C)(C)(C)OC(=O)N([C@H](C(=O)O)CC1=CC=CC=C1)CC=C ((S)-2-[N-(t-butoxycarbonyl)-allylamino]-3-phenyl-propionic acid), Cl.CN(CCCN=C=NCC)C (1-(3-dimethylaminopropyl)-3-ethylcarbodiimide hydrochloride), ON1N=NC2=C1C=CC=C2 (1-hydroxybenzotriazole), Cl.CN (methylamine hydrochloride), C(C)(C)N(CC)C(C)C (diisopropylethylamine). Run in ClCCl (dichloromethane), C(C)(=O)OCC (ethyl acetate). The product is CNC([C@H](CC1=CC=CC=C1)N(C(=O)OC(C)(C)C)CC=C)=O ((S)-N-Methyl-2-[N'-(t-butoxycarbonyl)-allylamino]-3-phenyl-propionamide). As a reaction SMILES: [C:1]([O:5][C:6]([N:8]([CH2:20][CH:21]=[CH2:22])[C@@H:9]([CH2:13][C:14]1[CH:19]=[CH:18][CH:17]=[CH:16][CH:15]=1)[C:10](O)=[O:11])=[O:7])([CH3:4])([CH3:3])[CH3:2].Cl.[CH3:24][N:25](C)CCCN=C=NCC.ON1C2C=CC=CC=2N=N1.Cl.CN.C(N(C(C)C)CC)(C)C>ClCCl.C(OCC)(=O)C>[CH3:24][NH:25][C:10](=[O:11])[C@@H:9]([N:8]([CH2:20][CH:21]=[CH2:22])[C:6]([O:5][C:1]([CH3:4])([CH3:3])[CH3:2])=[O:7])[CH2:13][C:14]1[CH:19]=[CH:18][CH:17]=[CH:16][CH:15]=1 |f:1.2,4.5|. Procedure: Combine (S)-2-[N-(t-butoxycarbonyl)-allylamino]-3-phenyl-propionic acid (0.7 g, 2.29 mmol), 1-(3-dimethylaminopropyl)-3-ethylcarbodiimide hydrochloride (0.50 g, 2.52 mmol), 1-hydroxybenzotriazole (0.38 g, 2.52 mmol), methylamine hydrochloride (0.17 g, 2.52 mmol) and diisopropylethylamine (0.59 mL, 2.52 mmol) in dichloromethane (23 mL) and stir for 18 hours. Dilute with ethyl acetate and extract with 1M hydrochloric acid, a saturated aqueous solution of sodium bicarbonate and a saturated aqueous ... The reactants are OC1=C2CCC(C2=CC=C1)=O (2,3-dihydro-4-hydroxy-1H-inden-1-one), ClCCC(=O)O (3-chloropropionic acid), precipitate, C(C)O (ethanol), OC1=C2CCC(C2=CC=C1)=O (2,3-dihydro-4-hydroxy-1H-inden-1-one), Cl (hydrochloric acid), S(O)(O)(=O)=O (sulfuric acid). The solvent is [OH-].[K+] (potassium hydroxide). The product is O=C1CCC2=C(C=CC=C12)OCCC(=O)OCC (Ethyl 3-[(2,3-dihydro-1-oxo-1H-inden-4-yl)oxy]propionate). Yield: 22.0%. Reaction SMILES: [OH:1][C:2]1[CH:10]=[CH:9][CH:8]=[C:7]2[C:3]=1[CH2:4][CH2:5][C:6]2=[O:11].Cl[CH2:13][CH2:14][C:15]([OH:17])=[O:16].Cl.S(=O)(=O)(O)O.[CH2:24](O)[CH3:25]>[OH-].[K+]>[O:11]=[C:6]1[C:7]2[C:3](=[C:2]([O:1][CH2:13][CH2:14][C:15]([O:17][CH2:24][CH3:25])=[O:16])[CH:10]=[CH:9][CH:8]=2)[CH2:4][CH2:5]1 |f:5.6|. Procedure details: To a solution of 2,3-dihydro-4-hydroxy-1H-inden-1-one (18.0 g, 121 mmol) in 30% aqueous potassium hydroxide solution (60 mL) was added 3-chloropropionic acid (18 g, 166 mmol) at room temperature and the mixture was refluxed for 1 hour. After cooling, 1N-hydrochloric acid was added and the precipitate (10.0 g) comprised of unreacted 2,3-dihydro-4-hydroxy-1H-inden-1-one was separated by filtration. The filtrate was extracted with 2 portions of ethyl acetate and the pooled extract was washed with w... Reactants: CN1CCCC1=O, ClCCl, O=C(c1ccccc1C(F)(F)F)N1CCNCC1, Nc1ccc(Cl)nn1, [Na+], [OH-]. Yields the product Nc1ccc(N2CCN(C(=O)c3ccccc3C(F)(F)F)CC2)nn1. As a reaction SMILES: [CH3:32][N:33]1[CH2:34][CH2:35][CH2:36][C:37]1=[O:38].[Cl:29][CH2:30][Cl:31].[N:9]1([C:15](=[O:16])[c:17]2[c:18]([C:23]([F:24])([F:25])[F:26])[cH:19][cH:20][cH:21][cH:22]2)[CH2:10][CH2:11][NH:12][CH2:13][CH2:14]1.[NH2:1][c:2]1[n:3][n:4][c:5]([Cl:8])[cH:6][cH:7]1.[Na+:28].[OH-:27]>>[NH2:1][c:2]1[n:3][n:4][c:5]([N:12]2[CH2:11][CH2:10][N:9]([C:15](=[O:16])[c:17]3[c:18]([C:23]([F:24])([F:25])[F:26])[cH:19][cH:20][cH:21][cH:22]3)[CH2:14][CH2:13]2)[cH:6][cH:7]1. The reactants are [BH4-].[Na+] (sodium borohydride), C1([C@H](O)[C@@H](O)[C@H](O)[C@H](O1)CO)OCC1=C(C=O)OC=C1 (glucosyloxymethylfurfural), C1([C@H](O)[C@@H](O)[C@H](O)[C@H](O1)CO)OCC1=C(C=O)OC=C1 (glucosyloxymethylfurfural), product. The solvent is CO (methanol). Conditions: time 2 hour. The product is [C@H]1([C@H](O)[C@@H](O)[C@H](O)[C@H](O1)CO)OCC=1OC(=CC1)CO (2-(α-D-glucopyranosyloxymethyl)-5-hydroxymethylfuran). As a reaction SMILES: [CH:1]1([O:12][CH2:13][C:14]2[CH:20]=[CH:19]OC=2C=O)[O:9][C@H:8]([CH2:10][OH:11])[C@@H:6]([OH:7])[C@H:4]([OH:5])[C@H:2]1[OH:3].[BH4-].[Na+]>CO>[C@H:1]1([O:12][CH2:13][C:14]2[O:3][C:2]([CH2:1][OH:9])=[CH:19][CH:20]=2)[O:9][C@H:8]([CH2:10][OH:11])[C@@H:6]([OH:7])[C@H:4]([OH:5])[C@H:2]1[OH:3] |f:1.2|. Procedure details: 520 mg (1.8 mmol) glucosyloxymethylfurfural (formula 2, product of Example 1) was dissolved in 30 ml methanol, and 138 mg (3.6 mmol) sodium borohydride added. After stirring for 2 h at room temperature the thin-layer chromatogram showed no further educt. To work up the product, the solvent was removed under vacuum and the syrup remaining purified by elution with chloroform/methanol (3:1). After evaporation of the fractions 443 mg (85%) glucosyloxymethylhydroxymethylfuran of formula (3) remained ... The reactants are CC1CCC(N(Cc2ccncc2)C(=O)Nc2ncc(SCC(=O)O)s2)CC1, O=Cc1ccccn1. Yields the product CC1CCC(N(Cc2ccccn2)C(=O)Nc2ncc(SCC(=O)O)s2)CC1. Reaction SMILES: [CH3:1][CH:2]1[CH2:3][CH2:4][CH:5]([N:8]([C:9]([NH:10][c:11]2[s:12][c:13]([S:16][CH2:17][C:18](=[O:19])[OH:20])[cH:14][n:15]2)=[O:21])[CH2:22][c:23]2[cH:24][cH:25][n:26][cH:27][cH:28]2)[CH2:6][CH2:7]1.[CH:29](=[O:30])[c:31]1[n:32][cH:33][cH:34][cH:35][cH:36]1>>[CH3:1][CH:2]1[CH2:3][CH2:4][CH:5]([N:8]([C:9]([NH:10][c:11]2[s:12][c:13]([S:16][CH2:17][C:18](=[O:19])[OH:20])[cH:14][n:15]2)=[O:21])[CH2:22][c:31]2[n:32][cH:33][cH:34][cH:35][cH:36]2)[CH2:6][CH2:7]1.